This data is from the Open Reaction Database (ORD), a public repository of structured organic reaction records. The task is: describe an organic reaction: reactants, conditions, products, and yield The reactants are COC1=C(C(=C(C2=CC=CC=C12)OC)SC)/C=C(/C(=O)OCC)\C (Ethyl (E)-3-(1,4-dimethoxy-3-methylsulfanylnaphthalen-2-yl)-2-methylpropenoate), product, Et2O hexanes, COC1=C(C=C(C2=CC=CC=C12)OC)/C=C(/C(=O)O)\C ((E)-3-(1,4-dimethoxynaphthalen-2-yl)-2-methylpropenoic acid). The solvent is hexanes, CCOC(=O)C (EtOAc). Product: COC1=C(C(=C(C2=CC=CC=C12)OC)SC)/C=C(/C(=O)O)\C ((E)-3-(1,4-dimethoxy-3-methylsulfanylnaphthalen-2-yl)-2-methylpropenoic acid). As a reaction SMILES: [CH3:1][O:2][C:3]1[C:12]2[C:7](=[CH:8][CH:9]=[CH:10][CH:11]=2)[C:6]([O:13][CH3:14])=[C:5]([S:15][CH3:16])[C:4]=1/[CH:17]=[C:18](\[CH3:24])/[C:19]([O:21]CC)=[O:20].COC1C2C(=CC=CC=2)C(OC)=CC=1/C=C(\C)/C(O)=O>CCOC(C)=O>[CH3:1][O:2][C:3]1[C:12]2[C:7](=[CH:8][CH:9]=[CH:10][CH:11]=2)[C:6]([O:13][CH3:14])=[C:5]([S:15][CH3:16])[C:4]=1/[CH:17]=[C:18](\[CH3:24])/[C:19]([OH:21])=[O:20]. Procedure: Compound 99h was prepared from 98h (0.165 g, 0.476 mmol) as described above for 29a to give 0.181 g (0.568 mmol, 118%) of the product as a orange solid following flash chromatography (1:3 EtOAc:hexanes 0.5% AcOH) and recrystallization from Et2O/hexanes. Reactants: [H-].[Na+] (Sodium hydride), COC=1C=C(C=CC1OC)NC(CCCl)=O (N-(3,4-dimethoxyphenyl)-β-chloropropionamide), C1=CC=CC=C1 (benzene). The solvent is C(Cl)(Cl)(Cl)Cl (carbon tetrachloride). Run at time 8 hour. The product is COC=1C=C(C=CC1OC)N1C(CC1)=O (N-(3,4-dimethoxyphenyl)-2-azetidinone). RXN SMILES: [H-].[Na+].[CH3:3][O:4][C:5]1[CH:6]=[C:7]([NH:13][C:14](=[O:18])[CH2:15][CH2:16]Cl)[CH:8]=[CH:9][C:10]=1[O:11][CH3:12].C1C=CC=CC=1>C(Cl)(Cl)(Cl)Cl>[CH3:3][O:4][C:5]1[CH:6]=[C:7]([N:13]2[CH2:16][CH2:15][C:14]2=[O:18])[CH:8]=[CH:9][C:10]=1[O:11][CH3:12] |f:0.1|. Reported procedure: Sodium hydride (0.1 mole; 57% dispersion in mineral oil) is charged into a glass reaction flask. The mineral oil is removed by washing the sodium hydride with benzene, and dimethyl sulfoxide (50 ml) is thereafter slowly added with stirring. The mixture is stirred until no more hydrogen gas evolves. A solution of N-(3,4-dimethoxyphenyl)-β-chloropropionamide (0.08 mole) in carbon tetrachloride (50 ml) is added dropwise to the reaction flask with stirring while maintaining the temperature of the re...